This data is from the Open Reaction Database (ORD), a public repository of structured organic reaction records. The task is: describe an organic reaction: reactants, conditions, products, and yield Starting materials: C([O-])([O-])=O.[K+].[K+] (Potassium carbonate), C1OCC12CNC2 (2-oxa-6-azaspiro[3.3]heptane), CO.CN(C)C=O (methanol DMF), ClC1=NC=C(C=C1)[N+](=O)[O-] (2-chloro-5-nitropyridine). Solvent: O (water). Reaction conditions: temperature 80 celsius, time 3 hour. Product: [N+](=O)([O-])C=1C=CC(=NC1)N1CC2(COC2)C1 (6-(5-nitropyridin-2-yl)-2-oxa-6-azaspiro[3.3]heptane). Yield: 54.9%. Reaction SMILES: C(=O)([O-])[O-].[K+].[K+].[CH2:7]1[C:10]2([CH2:13][NH:12][CH2:11]2)[CH2:9][O:8]1.CO.CN(C=O)C.Cl[C:22]1[CH:27]=[CH:26][C:25]([N+:28]([O-:30])=[O:29])=[CH:24][N:23]=1>O>[N+:28]([C:25]1[CH:26]=[CH:27][C:22]([N:12]2[CH2:13][C:10]3([CH2:9][O:8][CH2:7]3)[CH2:11]2)=[N:23][CH:24]=1)([O-:30])=[O:29] |f:0.1.2,4.5|. Procedure: Potassium carbonate (78 mg) and 2-oxa-6-azaspiro[3.3]heptane (30 mg) were added to a methanol/DMF (1 ml/2 ml) solution containing 2-chloro-5-nitropyridine (30 mg), followed by stirring at 80° C. for 3 hours. The reaction solution was adjusted to room temperature, and water was added, followed by extraction with ethyl acetate. The resultant was washed with saturated saline and dried over anhydrous sodium sulfate, the solvent was distilled away under reduced pressure, the obtained residue was puri...